From a dataset of the Open Reaction Database (ORD), a public repository of structured organic reaction records. describe an organic reaction: reactants, conditions, products, and yield The reactants are OC1=CC=C(C=C1)C=1CCC(NN1)=O (6-(4-hydroxyphenyl)-4,5-dihydro-3(2H)-pyridazinone), BrCCCN1C(C=2C(C1=O)=CC=CC2)=O (N-(bromopropyl)phthalimide), C(=O)([O-])[O-].[K+].[K+] (K2CO3), 3.39. Run in CN(C)C=O (DMF). Reaction conditions: temperature 100 celsius. Product: C1(C=2C(C(N1CCCOC1=CC=C(C=C1)C=1CCC(NN1)=O)=O)=CC=CC2)=O (6-[4-(3-phthalimidopropyloxy)phenyl]-4,5-dihydro3(2H)-pyridazinone). RXN SMILES: [OH:1][C:2]1[CH:7]=[CH:6][C:5]([C:8]2[CH2:9][CH2:10][C:11](=[O:14])[NH:12][N:13]=2)=[CH:4][CH:3]=1.C([O-])([O-])=O.[K+].[K+].Br[CH2:22][CH2:23][CH2:24][N:25]1[C:29](=[O:30])[C:28]2=[CH:31][CH:32]=[CH:33][CH:34]=[C:27]2[C:26]1=[O:35]>CN(C=O)C>[C:26]1(=[O:35])[N:25]([CH2:24][CH2:23][CH2:22][O:1][C:2]2[CH:7]=[CH:6][C:5]([C:8]3[CH2:9][CH2:10][C:11](=[O:14])[NH:12][N:13]=3)=[CH:4][CH:3]=2)[C:29](=[O:30])[C:28]2=[CH:31][CH:32]=[CH:33][CH:34]=[C:27]12 |f:1.2.3|. Procedure: A mixture of 2.00 g (10.5 mmol) of 6-(4-hydroxyphenyl)-4,5-dihydro-3(2H)-pyridazinone, prepared as described in Example 13, 1.60 g (11.6 mmol) of anhydrous K2CO3, and 3.39 (1.26 mmol) of N-(bromopropyl)phthalimide in 43 ml of DMF is heated at 100° C. for 3 hrs under N2. The DMF is removed under vacuum and the residue taken up in 125 ml of EtOAc and 50 ml of water. The organic phase is washed with 50 ml of 5% aqueous NaOH, then with saturated NaCl, dried (MgSO4), and the solvent removed to leave ... The reactants are COC(CS)=O (thioglycolic acid methyl ester), C([O-])([O-])=O.[K+].[K+] (potassium carbonate), FC1=C(C=CC=C1)C1=CC=C(C=C1)C(CO)SCC(=O)O ([1-(2'-fluoro-4-biphenylyl)-2-hydroxy-ethylthio]acetic acid), C1CCCCC1.C(C)(=O)OCC (cyclohexane ethyl acetate). Solvent: CS(=O)C (dimethyl sulfoxide). The product is COC(CSC(CO)C1=CC=C(C=C1)C1=C(C=CC=C1)F)=O ([1-(2'-Fluoro-4-biphenylyl)-2-hydroxy-ethylthio]acetic acid methyl ester). As a reaction SMILES: [CH3:1][O:2][C:3](=[O:6])[CH2:4][SH:5].C(=O)([O-])[O-].[K+].[K+].[F:13][C:14]1[CH:19]=[CH:18][CH:17]=[CH:16][C:15]=1[C:20]1[CH:25]=[CH:24][C:23]([CH:26](SCC(O)=O)[CH2:27][OH:28])=[CH:22][CH:21]=1.C1CCCCC1.C(OCC)(=O)C>CS(C)=O>[CH3:1][O:2][C:3](=[O:6])[CH2:4][S:5][CH:26]([C:23]1[CH:24]=[CH:25][C:20]([C:15]2[CH:16]=[CH:17][CH:18]=[CH:19][C:14]=2[F:13])=[CH:21][CH:22]=1)[CH2:27][OH:28] |f:1.2.3,5.6|. Reported procedure: 20 gm of the product thus obtained were reacted with 8.75 gm of thioglycolic acid methyl ester and 11.5 gm of potassium carbonate in 70 ml of dimethyl sulfoxide. From the obtained reaction product (oil, Rf -value: 0.4 on carrier 1 with cyclohexane/ethyl acetate = 2:1) [1-(2'-fluoro-4-biphenylyl)-2-hydroxy-ethylthio]acetic acid, m.p. 115°-117° C (from cyclohexane/ethyl acetate = 1:2, was obtained by hydrolysis. Preparation of end products of the formula I: